From a dataset of the Open Reaction Database (ORD), a public repository of structured organic reaction records. describe an organic reaction: reactants, conditions, products, and yield Reactants: CCOC(=O)c1cc(C)n(Cc2ccccc2)n1, CO, [NH4+], [OH-]. Product: Cc1cc(C(N)=O)nn1Cc1ccccc1. Reaction SMILES: [CH2:1]([c:2]1[cH:3][cH:4][cH:5][cH:6][cH:7]1)[n:8]1[n:9][c:10]([C:14]([O:16][CH2:15][CH3:17])=[O:18])[cH:11][c:12]1[CH3:13].[CH3:21][OH:22].[NH4+:19].[OH-:20]>>[CH2:1]([c:2]1[cH:3][cH:4][cH:5][cH:6][cH:7]1)[n:8]1[n:9][c:10]([C:14](=[O:16])[NH2:19])[cH:11][c:12]1[CH3:13].